From a dataset of the Open Reaction Database (ORD), a public repository of structured organic reaction records. describe an organic reaction: reactants, conditions, products, and yield Reactants: CO, Cl, COC(=O)c1cccn(-c2ccc(F)cc2C)c1=O, [Na+], [OH-]. Yields the product Cc1cc(F)ccc1-n1cccc(C(=O)O)c1=O. RXN SMILES: [CH3:23][OH:24].[ClH:22].[F:1][c:2]1[cH:3][c:4]([CH3:19])[c:5](-[n:8]2[c:9](=[O:18])[c:10]([C:14](=[O:15])[O:16][CH3:17])[cH:11][cH:12][cH:13]2)[cH:6][cH:7]1.[Na+:21].[OH-:20]>>[F:1][c:2]1[cH:3][c:4]([CH3:19])[c:5](-[n:8]2[c:9](=[O:18])[c:10]([C:14](=[O:15])[OH:16])[cH:11][cH:12][cH:13]2)[cH:6][cH:7]1. Starting materials: CN=C=S (methyl isothiocyanate), compound, NC1=NNC(=N1)C1=CC=C(C2=CC=CC=C12)Cl (3-Amino-5-(4-chloro-1-naphthyl)-1H-1,2,4-triazol), O1CCCC1 (tetrahydrofuran), [OH-].[Na+] (sodium hydroxide). Run in C(Cl)(Cl)Cl (chloroform), C(Cl)(Cl)Cl (chloroform). The product is NC1=NC(=NN1C(=S)NC)C1=CC=C(C2=CC=CC=C12)Cl (5-Amino-3-(4-chloro-1-naphthyl)-1-[methylamino(thiocarbonyl)]-1H-1,2,4-triazole). The yield is 5.0%. Reaction SMILES: [NH2:1][C:2]1[N:6]=[C:5]([C:7]2[C:16]3[C:11](=[CH:12][CH:13]=[CH:14][CH:15]=3)[C:10]([Cl:17])=[CH:9][CH:8]=2)[NH:4][N:3]=1.[OH-].[Na+].[CH3:20][N:21]=[C:22]=[S:23].O1CCCC1>C(Cl)(Cl)Cl>[NH2:1][C:2]1[N:3]([C:22]([NH:21][CH3:20])=[S:23])[N:4]=[C:5]([C:7]2[C:16]3[C:11](=[CH:12][CH:13]=[CH:14][CH:15]=3)[C:10]([Cl:17])=[CH:9][CH:8]=2)[N:6]=1 |f:1.2|. Procedure details: The synthesis method of Example 7-(3) was applied. The compound (2.19 g) obtained in (4) above, a 1N sodium hydroxide solution (10.0 ml), methyl isothiocyanate (1.38 g) and tetrahydrofuran (10 ml) were used as reagents. After the reaction, silica gel column chromatography (chloroform) and recrystallization from chloroform gave 135 mg of white crystals (yield 5% from methyl 4-chloro-1-naphthoate). The reactants are BrB(Br)Br, ClCCl, COc1cc(C(C)C)ccc1N(C(C)=O)S(=O)(=O)c1ccccc1, O. The product is CC(=O)N(c1ccc(C(C)C)cc1O)S(=O)(=O)c1ccccc1. As a reaction SMILES: [B:29]([Br:30])([Br:31])[Br:32].[CH2:26]([Cl:27])[Cl:28].[CH3:1][O:2][c:3]1[c:4]([N:12]([C:13]([CH3:14])=[O:15])[S:16](=[O:17])(=[O:18])[c:19]2[cH:20][cH:21][cH:22][cH:23][cH:24]2)[cH:5][cH:6][c:7]([CH:9]([CH3:10])[CH3:11])[cH:8]1.[OH2:25]>>[OH:2][c:3]1[c:4]([N:12]([C:13]([CH3:14])=[O:15])[S:16](=[O:17])(=[O:18])[c:19]2[cH:20][cH:21][cH:22][cH:23][cH:24]2)[cH:5][cH:6][c:7]([CH:9]([CH3:10])[CH3:11])[cH:8]1. Reactants: C(c1c(cccc1F)[N+]([O-])=O)=O, CC1=CN=C(C=C1)N, [C-]#[N+]C1CCCCC1. Reagents/catalysts: O=C(O)C(F)(F)F (trifluoroacetic acid). Solvent: CC(C)O (isopropyl alcohol), CC(C)O (isopropylalcohol). Run at temperature 22 celsius, time 20 hour. Yields the product Cc1ccc2nc(c3c(cccc3F)[N+]([O-])=O)c(NC3CCCCC3)n2c1. Isolated yield 4.2%. Reaction SMILES: CC1=CC=C(N)N=C1.[C-]#[N+]C1CCCCC1.FC1=CC=CC(=C1C=O)N(=O)=O>>CC1=CN2C(C=C1)=NC(=C2NC1CCCCC1)C1=C(C=CC=C1F)N(=O)=O. Reactants: O=C([O-])O, [Cl-], [Cl-], [Cl-], [Cl-], ClCCl, CC(C)(CC(O)(C=Nc1cccc2[nH]ncc12)C(F)(F)F)c1ccccc1, [Na+], [Ti+4]. The product is CC1(C)CC(O)(C(F)(F)F)C(Nc2cccc3[nH]ncc23)c2ccccc21. As a reaction SMILES: [C:28](=[O:29])([OH:30])[O-:31].[Cl-:36].[Cl-:37].[Cl-:38].[Cl-:39].[Cl:33][CH2:34][Cl:35].[F:1][C:2]([C:3]([CH2:4][C:5]([CH3:6])([CH3:7])[c:8]1[cH:9][cH:10][cH:11][cH:12][cH:13]1)([OH:14])[CH:15]=[N:16][c:17]1[c:18]2[cH:19][n:20][nH:21][c:22]2[cH:23][cH:24][cH:25]1)([F:26])[F:27].[Na+:32].[Ti+4:40]>>[F:1][C:2]([C:3]1([OH:14])[CH2:4][C:5]([CH3:6])([CH3:7])[c:8]2[c:9]([cH:10][cH:11][cH:12][cH:13]2)[CH:15]1[NH:16][c:17]1[c:18]2[cH:19][n:20][nH:21][c:22]2[cH:23][cH:24][cH:25]1)([F:26])[F:27].